Dataset: the Open Reaction Database (ORD), a public repository of structured organic reaction records. Task: describe an organic reaction: reactants, conditions, products, and yield Starting materials: C([O-])([O-])=O.[K+].[K+] (potassium carbonate), BrC=1C=C(C(NC1)=O)N1CCOCC1 (5-bromo-3-morpholinopyridin-2(1H)-one), ICCO (2-iodoethanol). Yields the product BrC=1C=C(C(N(C1)CCO)=O)N1CCOCC1 (5-bromo-1-(2-hydroxyethyl)-3-morpholinopyridin-2(1H)-one), BrC=1C=C(C(=NC1)OCCO)N1CCOCC1 (2-((5-bromo-3-morpholinopyridin-2-yl)oxy)ethanol). Reaction SMILES: [Br:1][C:2]1[CH:3]=[C:4]([N:9]2[CH2:14][CH2:13][O:12][CH2:11][CH2:10]2)[C:5](=[O:8])[NH:6][CH:7]=1.I[CH2:16][CH2:17][OH:18].C(=O)([O-])[O-].[K+].[K+]>>[Br:1][C:2]1[CH:3]=[C:4]([N:9]2[CH2:14][CH2:13][O:12][CH2:11][CH2:10]2)[C:5](=[O:8])[N:6]([CH2:16][CH2:17][OH:18])[CH:7]=1.[Br:1][C:2]1[CH:3]=[C:4]([N:9]2[CH2:14][CH2:13][O:12][CH2:11][CH2:10]2)[C:5]([O:8][CH2:16][CH2:17][OH:18])=[N:6][CH:7]=1 |f:2.3.4|. Procedure: Method 1 was followed using 5-bromo-3-morpholinopyridin-2(1H)-one (1.0 equiv.), 2-iodoethanol (1.0 equiv.) and potassium carbonate (2.0 equiv.) at room temperature to give 5-bromo-1-(2-hydroxyethyl)-3-morpholinopyridin-2(1H)-one and 2-((5-bromo-3-morpholinopyridin-2-yl)oxy)ethanol as a mixture of two isomers (˜5:1 ratio). LCMS (m/z) (M+H)=303/305, Rt=0.47 min and 0.62 min.